The task is: describe an organic reaction: reactants, conditions, products, and yield. This data is from the Open Reaction Database (ORD), a public repository of structured organic reaction records. Starting materials: CCCC(=O)c1cnc2c(OC)nccc2c1OS(C)(=O)=O, CC#N, Cc1ccccc1N. Yields the product CCCC(=O)c1cnc2c(OC)nccc2c1Nc1ccccc1C. RXN SMILES: [C:1]([CH2:2][CH2:3][CH3:4])(=[O:5])[c:6]1[cH:7][n:8][c:9]2[c:10]([O:21][CH3:22])[n:11][cH:12][cH:13][c:14]2[c:15]1[O:16][S:17]([CH3:18])(=[O:19])=[O:20].[CH3:31][C:32]#[N:33].[NH2:23][c:24]1[c:25]([CH3:30])[cH:26][cH:27][cH:28][cH:29]1>>[C:1]([CH2:2][CH2:3][CH3:4])(=[O:5])[c:6]1[cH:7][n:8][c:9]2[c:10]([O:21][CH3:22])[n:11][cH:12][cH:13][c:14]2[c:15]1[NH:23][c:24]1[c:25]([CH3:30])[cH:26][cH:27][cH:28][cH:29]1. The reactants are SC1=Nc2ccc(Br)c3cccc1c23, CCO, CCO, [Na+], [OH-], O, NCCCCCCCCCCn1ccnc1. Yields the product Brc1ccc2c3c(cccc13)C(NCCCCCCCCCCn1ccnc1)=N2. Reaction SMILES: [Br:23][c:24]1[c:25]2[c:26]3[c:27]([cH:34][cH:35][cH:36]2)[C:28]([SH:33])=[N:29][c:30]3[cH:31][cH:32]1.[CH2:20]([OH:21])[CH3:22].[CH3:37][CH2:38][OH:39].[Na+:18].[OH-:17].[OH2:19].[n:1]1([CH2:6][CH2:7][CH2:8][CH2:9][CH2:10][CH2:11][CH2:12][CH2:13][CH2:14][CH2:15][NH2:16])[cH:2][n:3][cH:4][cH:5]1>>[n:1]1([CH2:6][CH2:7][CH2:8][CH2:9][CH2:10][CH2:11][CH2:12][CH2:13][CH2:14][CH2:15][NH:16][C:28]2=[N:29][c:30]3[c:26]4[c:25]([c:24]([Br:23])[cH:32][cH:31]3)[cH:36][cH:35][cH:34][c:27]42)[cH:2][n:3][cH:4][cH:5]1.